From a dataset of the Open Reaction Database (ORD), a public repository of structured organic reaction records. describe an organic reaction: reactants, conditions, products, and yield The reactants are BrN1C(CCC1=O)=O (N-Bromosuccinimide), BrC1=C(C=C(C=C1)OC1=CC=CC=C1)C (2-bromo-5-phenoxytoluene), C(C1=CC=CC=C1)(=O)OOC(C1=CC=CC=C1)=O (benzoyl peroxide). The solvent is C(Cl)(Cl)(Cl)Cl (carbon tetrachloride). Yields the product O(C1=CC=CC=C1)C1=CC(=C(C=C1)Br)CBr (4-phenoxy-2-bromomethylphenyl bromide). RXN SMILES: [Br:1]N1C(=O)CCC1=O.[Br:9][C:10]1[CH:15]=[CH:14][C:13]([O:16][C:17]2[CH:22]=[CH:21][CH:20]=[CH:19][CH:18]=2)=[CH:12][C:11]=1[CH3:23].C(OOC(=O)C1C=CC=CC=1)(=O)C1C=CC=CC=1>C(Cl)(Cl)(Cl)Cl>[O:16]([C:13]1[CH:14]=[CH:15][C:10]([Br:9])=[C:11]([CH2:23][Br:1])[CH:12]=1)[C:17]1[CH:22]=[CH:21][CH:20]=[CH:19][CH:18]=1. Reported procedure: N-Bromosuccinimide (16.2 g) was added to a solution of 2-bromo-5-phenoxytoluene (15.3 g) in carbon tetrachloride (50 mls) containing benzoyl peroxide (0.05 g) and the mixture refluxed for ten hours. The precipitate of succinimide was filtered off and the filtrate washed with N-sodium hydroxide solution followed by water. Drying over magnesium sulphate and evaporation of the solvent gave, as a light yellow oil, 4-phenoxy-2-bromomethylphenyl bromide. Reactants: C(CCC)C1=NC2=C(N1CC1=CC=C(C=C1)C=1C(=CC=CC1)C(=O)OC(C)(C)C)C=C(C=C2)N(C(=O)C2CCCCC2)CCCCCC (tert.butyl 4'-[(2-n-butyl-6-(N-cyclohexylcarbonyl-n-hexylamino)-benzimidazol-1-yl)-methyl]biphenyl-2-carboxylate), FC(C(=O)O)(F)F (trifluoroacetic acid). The product is C(CCC)C1=NC2=C(N1CC1=CC=C(C=C1)C=1C(=CC=CC1)C(=O)O)C=C(C=C2)N(C(=O)C2CCCCC2)CCCCCC (4'-[(2-n-Butyl-6-(N-cyclohexylcarbonyl-n-hexylamino)-benzimidazol-1-yl)-methyl]biphenyl-2-carboxylic acid). As a reaction SMILES: [CH2:1]([C:5]1[N:9]([CH2:10][C:11]2[CH:16]=[CH:15][C:14]([C:17]3[C:18]([C:23]([O:25]C(C)(C)C)=[O:24])=[CH:19][CH:20]=[CH:21][CH:22]=3)=[CH:13][CH:12]=2)[C:8]2[CH:30]=[C:31]([N:34]([CH2:43][CH2:44][CH2:45][CH2:46][CH2:47][CH3:48])[C:35]([CH:37]3[CH2:42][CH2:41][CH2:40][CH2:39][CH2:38]3)=[O:36])[CH:32]=[CH:33][C:7]=2[N:6]=1)[CH2:2][CH2:3][CH3:4].FC(F)(F)C(O)=O>>[CH2:1]([C:5]1[N:9]([CH2:10][C:11]2[CH:12]=[CH:13][C:14]([C:17]3[C:18]([C:23]([OH:25])=[O:24])=[CH:19][CH:20]=[CH:21][CH:22]=3)=[CH:15][CH:16]=2)[C:8]2[CH:30]=[C:31]([N:34]([CH2:43][CH2:44][CH2:45][CH2:46][CH2:47][CH3:48])[C:35]([CH:37]3[CH2:38][CH2:39][CH2:40][CH2:41][CH2:42]3)=[O:36])[CH:32]=[CH:33][C:7]=2[N:6]=1)[CH2:2][CH2:3][CH3:4]. Procedure: Prepared in analogous manner to Example 9 from tert.butyl 4'-[(2-n-butyl-6-(N-cyclohexylcarbonyl-n-hexylamino)-benzimidazol-1-yl)-methyl]biphenyl-2-carboxylate and trifluoroacetic acid. Starting materials: C(C=C)(=O)OC(C)(C)C (tert-butyl acrylate), Formula 3c, S1C=CC=C1 (thiophene), O1CCCC1 (Tetrahydrofuran). Conditions: temperature 70 celsius, time 24 hour. Product: C12C(CC(C=C1)S2)C(=O)OC(C)(C)C (tert-butyl 7-thiabicyclo[2.2.1]hept-5-ene-2-carboxylate). The yield is 80.0%. RXN SMILES: [C:1]([O:5][C:6]([CH3:9])([CH3:8])[CH3:7])(=[O:4])[CH:2]=[CH2:3].[S:10]1C=CC=C1.O1[CH2:19][CH2:18][CH2:17][CH2:16]1>>[CH:3]12[S:10][CH:17]([CH:18]=[CH:19]1)[CH2:16][CH:2]2[C:1]([O:5][C:6]([CH3:9])([CH3:8])[CH3:7])=[O:4]. Procedure: Tetrahydrofuran solvent (500 g), tert-butyl acrylate (1.2 mole) of Chemical Formula 3c below, and thiophene (1.0 mole) are introduced into a 2-liter flask, and the mixture is stirred at 70° C. for 24 hours. After the reaction is completed, the solvent and excess amount of tert-butyl acrylate are removed by using a rotary evaporator. The residue is distilled in vacuo to obtain pure tert-butyl 7-thiabicyclo[2.2.1]hept-5-ene-2-carboxylate represented by Chemical Formula 117 below (yield: 80%).